From a dataset of the Open Reaction Database (ORD), a public repository of structured organic reaction records. describe an organic reaction: reactants, conditions, products, and yield Reactants: [Si](C)(C)(C(C)(C)C)OCC=1C=C(C=CC1CO[Si](C)(C)C(C)(C)C)CCC=1C=C(SC1)/C(=C/C=C/C(CC)(O)CC)/CC ((4E,6E)-7-(4-{2-[3,4-bis(tert-butyldimethylsilanyloxymethyl)phenyl]ethyl}-2-thienyl)-3-ethylnona-4,6-dien-3-ol), [F-].C(CCC)[N+](CCCC)(CCCC)CCCC (tetrabutylammonium fluoride). The product is OCC=1C=C(C=CC1CO)CCC=1C=C(SC1)/C(=C/C=C/C(CC)(O)CC)/CC ((4E,6E)-7-(4-{2-[3,4-bis-hydroxymethyl-phenyl]ethyl}-2-thienyl)-3-ethylnona-4,6-dien-3-ol). RXN SMILES: [Si]([O:8][CH2:9][C:10]1[CH:11]=[C:12]([CH2:25][CH2:26][C:27]2[CH:28]=[C:29](/[C:32](/[CH2:42][CH3:43])=[CH:33]/[CH:34]=[CH:35]/[C:36]([CH2:40][CH3:41])([OH:39])[CH2:37][CH3:38])[S:30][CH:31]=2)[CH:13]=[CH:14][C:15]=1[CH2:16][O:17][Si](C(C)(C)C)(C)C)(C(C)(C)C)(C)C.[F-].C([N+](CCCC)(CCCC)CCCC)CCC>>[OH:8][CH2:9][C:10]1[CH:11]=[C:12]([CH2:25][CH2:26][C:27]2[CH:28]=[C:29](/[C:32](/[CH2:42][CH3:43])=[CH:33]/[CH:34]=[CH:35]/[C:36]([CH2:40][CH3:41])([OH:39])[CH2:37][CH3:38])[S:30][CH:31]=2)[CH:13]=[CH:14][C:15]=1[CH2:16][OH:17] |f:1.2|. Procedure: In a manner similar to that of Example 7(f), by reaction of 440 mg (0.68 mmol) of (4E,6E)-7-(4-{2-[3,4-bis(tert-butyldimethylsilanyloxymethyl)phenyl]ethyl}-2-thienyl)-3-ethylnona-4,6-dien-3-ol with 1.5 mL (1.5 mmol) of 1 M tetrabutylammonium fluoride solution, (4E,6E)-7-(4-{2-[3,4-bis-hydroxymethyl-phenyl]ethyl}-2-thienyl)-3-ethylnona-4,6-dien-3-ol is obtained in the form of a yellow oil (m=200 mg; Y=71%). Reactants: [N+](=O)([O-])C1=C(C=CC=C1)S(=O)(=O)NCCCCCNC(OC(C)(C)C)=O (tert-butyl 5-(2-nitrophenylsulfonamido)pentylcarbamate), C([O-])([O-])=O.[K+].[K+] (potassium carbonate), CI (methyl iodide), CI (methyl iodide), C([O-])([O-])=O.[K+].[K+] (potassium carbonate). The solvent is C(C)(C)OC(C)C (diisopropyl ether), O (water), CC(=O)C (acetone). Reaction conditions: time 8 hour. Product: CN(S(=O)(=O)C1=C(C=CC=C1)[N+](=O)[O-])CCCCCNC(OC(C)(C)C)=O (tert-butyl 5-(N-methyl-2-nitrophenylsulfonamido)pentylcarbamate). Isolated yield 93.7%. As a reaction SMILES: [N+:1]([C:4]1[CH:9]=[CH:8][CH:7]=[CH:6][C:5]=1[S:10]([NH:13][CH2:14][CH2:15][CH2:16][CH2:17][CH2:18][NH:19][C:20](=[O:26])[O:21][C:22]([CH3:25])([CH3:24])[CH3:23])(=[O:12])=[O:11])([O-:3])=[O:2].[C:27](=O)([O-])[O-].[K+].[K+].CI>CC(C)=O.O.C(OC(C)C)(C)C>[CH3:27][N:13]([CH2:14][CH2:15][CH2:16][CH2:17][CH2:18][NH:19][C:20](=[O:26])[O:21][C:22]([CH3:23])([CH3:25])[CH3:24])[S:10]([C:5]1[CH:6]=[CH:7][CH:8]=[CH:9][C:4]=1[N+:1]([O-:3])=[O:2])(=[O:12])=[O:11] |f:1.2.3|. Procedure: To a mixture of tert-butyl 5-(2-nitrophenylsulfonamido)pentylcarbamate 30c (32.61 g, 84 mmoles) and potassium carbonate (13.96 g, 1.2 eq) in acetone (300 mL) was added methyl iodide (5.5 mL, 1.05 eq). After stirring at RT overnight, more methyl iodide (1 eq) and potassium carbonate (0.6 eq) was added and the RM was stirred at RT until completion. The RM was then diluted with water and extracted with DCM. The organic layer was separated, washed with brine, dried over magnesium sulfate, filtered a... Reactants: C(C)C1=CC=C(C=C1)C1=NSC(=C1C(=O)OCC)I (ethyl 3-(4-ethylphenyl)-5-iodo-1,2-thiazole-4-carboxylate), CS(=O)[O-].[Na+] (sodium methanesulfinate). The reagents and catalysts are [Cu]I (CuI). Solvent: CN(C=O)C (N,N-dimethylformamide). Run at temperature 80 celsius, time 16 hour. The product is C(C)C1=CC=C(C=C1)C1=NSC(=C1C(=O)OCC)S(=O)(=O)C (Ethyl 3-(4-ethylphenyl)-5-methanesulfonyl-1,2-thiazole-4-carboxylate). As a reaction SMILES: [CH2:1]([C:3]1[CH:8]=[CH:7][C:6]([C:9]2[C:13]([C:14]([O:16][CH2:17][CH3:18])=[O:15])=[C:12](I)[S:11][N:10]=2)=[CH:5][CH:4]=1)[CH3:2].[CH3:20][S:21]([O-:23])=[O:22].[Na+]>[Cu]I.CN(C)C=O>[CH2:1]([C:3]1[CH:8]=[CH:7][C:6]([C:9]2[C:13]([C:14]([O:16][CH2:17][CH3:18])=[O:15])=[C:12]([S:21]([CH3:20])(=[O:23])=[O:22])[S:11][N:10]=2)=[CH:5][CH:4]=1)[CH3:2] |f:1.2|. Procedure: Into a 50-mL round-bottom flask, was placed N,N-dimethylformamide (8 mL), CuI (391 mg, 2.05 mmol, 1.99 equiv), ethyl 3-(4-ethylphenyl)-5-iodo-1,2-thiazole-4-carboxylate (400 mg, 1.03 mmol, 1.00 equiv), sodium methanesulfinate (421.7 mg, 4.13 mmol, 4.00 equiv). The resulting solution was stirred for 16 h at 80° C. The resulting mixture was concentrated under vacuum. The residue was applied onto a silica gel column with ethyl acetate/petroleum ether (1:20). The collected fractions were combined an... Reactants: CCCC1CCC(C=Cc2ccc(C3CCC(C(=O)OC)CC3)cc2)CC1, Cc1ccccc1, CCO. Yields the product CCCC1CCC(CCc2ccc(C3CCC(C(=O)OC)CC3)cc2)CC1. As a reaction SMILES: [CH3:1][O:2][C:3](=[O:4])[CH:5]1[CH2:6][CH2:7][CH:8]([c:11]2[cH:12][cH:13][c:14]([CH:17]=[CH:18][CH:19]3[CH2:20][CH2:21][CH:22]([CH2:25][CH2:26][CH3:27])[CH2:23][CH2:24]3)[cH:15][cH:16]2)[CH2:9][CH2:10]1.[CH3:28][c:29]1[cH:30][cH:31][cH:32][cH:33][cH:34]1.[CH3:35][CH2:36][OH:37]>>[CH3:1][O:2][C:3](=[O:4])[CH:5]1[CH2:6][CH2:7][CH:8]([c:11]2[cH:12][cH:13][c:14]([CH2:17][CH2:18][CH:19]3[CH2:20][CH2:21][CH:22]([CH2:25][CH2:26][CH3:27])[CH2:23][CH2:24]3)[cH:15][cH:16]2)[CH2:9][CH2:10]1. Reactants: OCCCNC1=[N+](C=CC=C1)[O-] (2-(3-hydroxypropyl)aminopyridine N-oxide), C1=CCCCC1 (cyclohexene). Reagents/catalysts: [Pd] (palladium(0)). The solvent is C(C)O (ethanol). Run at time 2 day. Product: OCCCNC1=NC=CC=C1 (2-(3-Hydroxypropyl)aminopyridine). Isolated yield 88.1%. RXN SMILES: [OH:1][CH2:2][CH2:3][CH2:4][NH:5][C:6]1[CH:11]=[CH:10][CH:9]=[CH:8][N+:7]=1[O-].C1CCCCC=1>C(O)C.[Pd]>[OH:1][CH2:2][CH2:3][CH2:4][NH:5][C:6]1[CH:11]=[CH:10][CH:9]=[CH:8][N:7]=1. Reported procedure: A mixture of 2-(3-hydroxypropyl)aminopyridine N-oxide (3.0 g, 17.9 mmol), as prepared in the preceding step, cyclohexene (10 ML, 100 mmol), and 10% palladium(0) on carbon (300 mg) in ethanol (50 mL) was heated to reflux. After two days, the reaction mixture was cooled. The catalyst was removed by filtration through Celite and the filtrate was concentrated. The residue was purified by flash column chromatography (silica gel, 5% methanol in methylene chloride) to give the title compound as a color... Reactants: C(C1=CC=CC=C1)OC(N[C@H](CO[Si](C1=CC=CC=C1)(C1=CC=CC=C1)C(C)(C)C)C)=O ([(1S)-2-(t-butyldiphenylsilyloxy)-1-methylethyl]carbamic acid benzyl ester). Reagents/catalysts: [Pd] (palladium on charcoal). Solvent: CO (methanol). Product: [Si](C1=CC=CC=C1)(C1=CC=CC=C1)(C(C)(C)C)OC[C@H](C)N ((1S)-2-(t-butyldiphenylsilyloxy)-1-methyl-ethylamine). The yield is 83.6%. RXN SMILES: C(OC(=O)[NH:10][C@@H:11]([CH3:31])[CH2:12][O:13][Si:14]([C:27]([CH3:30])([CH3:29])[CH3:28])([C:21]1[CH:26]=[CH:25][CH:24]=[CH:23][CH:22]=1)[C:15]1[CH:20]=[CH:19][CH:18]=[CH:17][CH:16]=1)C1C=CC=CC=1>CO.[Pd]>[Si:14]([O:13][CH2:12][C@@H:11]([NH2:10])[CH3:31])([C:27]([CH3:29])([CH3:30])[CH3:28])([C:21]1[CH:22]=[CH:23][CH:24]=[CH:25][CH:26]=1)[C:15]1[CH:16]=[CH:17][CH:18]=[CH:19][CH:20]=1. Reported procedure: A solution of [(1S)-2-(t-butyldiphenylsilyloxy)-1-methylethyl]carbamic acid benzyl ester (6.71 g, 15.0 mmol) (obtained as described in Reference Example 35(1)) in methanol (340 ml) was subjected to catalytic hydrogenation in the presence of 10% palladium on charcoal (6.71 g) at room temperature for 2.5 hours. After checking the completion of the reaction, the reaction mixture was filtered in order to remove the catalyst and the filtrate concentrated under reduced pressure. The residue was purifi... Reactants: C1CCOC1, CCCCCc1ccc(CCCn2c(C)ccc2-c2ccc(OC(Cc3ccccc3)C(=O)OCC)cc2)cc1, CO, Cl, [K+], [OH-]. The product is CCCCCc1ccc(CCCn2c(C)ccc2-c2ccc(OC(Cc3ccccc3)C(=O)O)cc2)cc1. As a reaction SMILES: [CH2:44]1[O:45][CH2:46][CH2:47][CH2:48]1.[CH3:1][c:2]1[cH:3][cH:4][c:5](-[c:21]2[cH:22][cH:23][c:24]([O:25][CH:26]([C:27](=[O:28])[O:29][CH2:30][CH3:31])[CH2:32][c:33]3[cH:34][cH:35][cH:36][cH:37][cH:38]3)[cH:39][cH:40]2)[n:6]1[CH2:7][CH2:8][CH2:9][c:10]1[cH:11][cH:12][c:13]([CH2:16][CH2:17][CH2:18][CH2:19][CH3:20])[cH:14][cH:15]1.[CH3:49][OH:50].[ClH:43].[K+:42].[OH-:41]>>[CH3:1][c:2]1[cH:3][cH:4][c:5](-[c:21]2[cH:22][cH:23][c:24]([O:25][CH:26]([C:27](=[O:28])[OH:29])[CH2:32][c:33]3[cH:34][cH:35][cH:36][cH:37][cH:38]3)[cH:39][cH:40]2)[n:6]1[CH2:7][CH2:8][CH2:9][c:10]1[cH:11][cH:12][c:13]([CH2:16][CH2:17][CH2:18][CH2:19][CH3:20])[cH:14][cH:15]1. Reactants: C(C)(C)(C)OC(=O)N1C[C@@H]2N(CC1)C[C@@H](CC2)CO (Trans-7-Hydroxymethyl-octahydro-pyrido[1,2-a]pyrazine-2-carboxylic acid tert-butyl ester), amine, amine, S(C)(=O)(=O)[O-] (mesylate), [N-]=[N+]=[N-] (azide), O1C(=CC=C1)C1=NN2C(N=C(N=C2N)S(=O)(=O)C)=N1 (2-furan-2-yl-5-methanesulfonyl-[1,2,4]triazolo[1,5-a][1,3,5]triazin-7-ylamine). Reaction SMILES: [C:1]([O:5][C:6]([N:8]1[CH2:13][CH2:12][N:11]2[CH2:14][C@H:15]([CH2:18]O)[CH2:16][CH2:17][C@@H:10]2[CH2:9]1)=[O:7])([CH3:4])([CH3:3])[CH3:2].S([O-])(=O)(=O)C.[N-]=[N+:26]=[N-:27].[O:28]1[CH:32]=[CH:31][CH:30]=[C:29]1[C:33]1[N:46]=[C:36]2[N:37]=[C:38](S(C)(=O)=O)[N:39]=[C:40]([NH2:41])[N:35]2N=1>>[C:1]([O:5][C:6]([N:8]1[CH2:13][CH2:12][N:11]2[CH2:14][C@H:15]([CH2:18][NH:41][C:40]3[N:39]=[C:38]([NH2:37])[N:27]4[N:26]=[C:33]([C:29]5[O:28][CH:32]=[CH:31][CH:30]=5)[N:46]=[C:36]4[N:35]=3)[CH2:16][CH2:17][C@@H:10]2[CH2:9]1)=[O:7])([CH3:2])([CH3:3])[CH3:4]. Procedure details: 7-Hydroxymethyl-octahydro-pyrido[1,2-a]pyrazine-2-carboxylic acid tert-butyl ester (see subpart (a) above), was converted to the corresponding mesylate, azide and amine sequentially according to Example 6, subparts (b)-(d) above. The corresponding amine was coupled to 2-furan-2-yl-5-methanesulfonyl-[1,2,4]triazolo[1,5-a][1,3,5]triazin-7-ylamine in accordance to Example 1 to afford trans-7-[(7-amino-2-furan-2-yl-[1,2,4]triazolo[1,5-a][1,3,5]triazin-5-ylamino)-methyl]-octahydro-pyrido[1,2-a]pyrazi... Yields the product C(C)(C)(C)OC(=O)N1C[C@@H]2N(CC1)C[C@@H](CC2)CNC2=NC=1N(C(=N2)N)N=C(N1)C=1OC=CC1 (trans-7-[(7-amino-2-furan-2-yl-[1,2,4]triazolo[1,5-a][1,3,5]triazin-5-ylamino)-methyl]-octahydro-pyrido[1,2-a]pyrazine-2-carboxylic acid tert-butyl ester).